Dataset: the Open Reaction Database (ORD), a public repository of structured organic reaction records. Task: describe an organic reaction: reactants, conditions, products, and yield Starting materials: BrCC1=CC=CC=C1 (1-(Bromomethyl)benzene), C([O-])([O-])=O.[Cs+].[Cs+] (cesium carbonate), ClC=1C=C(C(=NC1)[N+](=O)[O-])O (5-chloro-2-nitropyridin-3-ol). Run in CN(C)C=O (DMF). Run at time 8 hour. Product: C(C1=CC=CC=C1)OC=1C(=NC=C(C1)Cl)[N+](=O)[O-] (3-(benzyloxy)-5-chloro-2-nitropyridine). The yield is 91.0%. Reaction SMILES: Br[CH2:2][C:3]1[CH:8]=[CH:7][CH:6]=[CH:5][CH:4]=1.C(=O)([O-])[O-].[Cs+].[Cs+].[Cl:15][C:16]1[CH:17]=[C:18]([OH:25])[C:19]([N+:22]([O-:24])=[O:23])=[N:20][CH:21]=1>CN(C=O)C>[CH2:2]([O:25][C:18]1[C:19]([N+:22]([O-:24])=[O:23])=[N:20][CH:21]=[C:16]([Cl:15])[CH:17]=1)[C:3]1[CH:8]=[CH:7][CH:6]=[CH:5][CH:4]=1 |f:1.2.3|. Reported procedure: 1-(Bromomethyl)benzene (7.905 ml, 66.46 mmol) was added to a mixture of cesium carbonate (21.65 g, 66.46 mmol) and 5-chloro-2-nitropyridin-3-ol (11.6 g, 66.46 mmol) in DMF (50 mL). The reaction mixture was stirred overnight at ambient temperature, then partitioned between ethyl acetate and water, washed with water and brine, dried, and concentrated to afford 3-(benzyloxy)-5-chloro-2-nitropyridine (16.0 g, 91.0% yield) as a light yellow powder. 1H NMR (CDCl3) δ 5.25 (s, 2H), 7.41 (m, 5H), 7.53 (s... Reactants: CS(N)(=O)=O, CN(C)C=O, Cc1ccccc1, [H-], [Na+], O=C(O)CCCCCC1CCSS1. Yields the product CS(=O)(=O)NC(=O)CCCCCC1CCSS1. As a reaction SMILES: [CH3:19][S:20](=[O:21])(=[O:22])[NH2:23].[CH3:1][N:2]([CH3:3])[CH:4]=[O:5].[CH3:26][c:27]1[cH:28][cH:29][cH:30][cH:31][cH:32]1.[H-:24].[Na+:25].[S:6]1[S:7][CH:8]([CH2:11][CH2:12][CH2:13][CH2:14][CH2:15][C:16](=[O:17])[OH:18])[CH2:9][CH2:10]1>>[S:6]1[S:7][CH:8]([CH2:11][CH2:12][CH2:13][CH2:14][CH2:15][C:16](=[O:18])[NH:23][S:20]([CH3:19])(=[O:21])=[O:22])[CH2:9][CH2:10]1.